This data is from the Open Reaction Database (ORD), a public repository of structured organic reaction records. The task is: describe an organic reaction: reactants, conditions, products, and yield The reactants are CC(C)NC(=O)C1OC1C1=CC=CC=C1 (N-(1-methylethyl)-3-phenyl-2-oxiranecarboxamide), C1=CC(=CC=C1O)C (p-cresol), [H-].[Na+] (sodium hydride), C1COCCOCCOCCOCCOCCO1 (18-crown-6), product. The solvent is C(C)#N (acetonitrile). The product is OC(C(=O)NC(C)C)C(C1=CC=CC=C1)OC1=CC=C(C=C1)C (α-Hydroxy-β-(4-Methylphenoxy)-N-(1-Methylethyl)Benzenepropanamide). RXN SMILES: [CH3:1][CH:2]([NH:4][C:5]([CH:7]1[CH:9]([C:10]2[CH:15]=[CH:14][CH:13]=[CH:12][CH:11]=2)[O:8]1)=[O:6])[CH3:3].[CH:16]1[C:21]([OH:22])=[CH:20][CH:19]=[C:18]([CH3:23])[CH:17]=1.[H-].[Na+].C1OCCOCCOCCOCCOCCOC1>C(#N)C>[OH:8][CH:7]([CH:9]([O:22][C:21]1[CH:20]=[CH:19][C:18]([CH3:23])=[CH:17][CH:16]=1)[C:10]1[CH:11]=[CH:12][CH:13]=[CH:14][CH:15]=1)[C:5]([NH:4][CH:2]([CH3:1])[CH3:3])=[O:6] |f:2.3|. Reported procedure: This compound was prepared as in Example 12 from N-(1-methylethyl)-3-phenyl-2-oxiranecarboxamide (6.16 g.), p-cresol (3.3 g.), sodium hydride (50% oil dispersion, 1.5 g.), 18-crown-6 (0.9 g.) and acetonitrile (250 ml.). The product melted at 152°--152°, and amounted to 2.4 g. Reaction SMILES: [CH3:47][c:48]1[cH:49][cH:50][cH:51][cH:52][cH:53]1.[CH3:57][N:58]([c:59]1[cH:60][cH:61][n:62][cH:63][cH:64]1)[CH3:65].[CH:31]([N:32]([CH2:33][CH3:34])[CH:35]([CH3:36])[CH3:37])([CH3:38])[CH3:39].[Cl:40][C:41]([O:42][CH:43]([CH3:44])[CH3:45])=[O:46].[Cl:54][CH2:55][Cl:56].[I:1][c:2]1[cH:3][cH:4][c:5](-[n:8]2[cH:9][cH:10][c:11]3[c:12]([O:17][CH:18]4[CH2:19][CH2:20][N:21]([C:24](=[O:25])[O:26][C:27]([CH3:28])([CH3:29])[CH3:30])[CH2:22][CH2:23]4)[cH:13][cH:14][cH:15][c:16]23)[cH:6][cH:7]1>>[I:1][c:2]1[cH:3][cH:4][c:5](-[n:8]2[cH:9][cH:10][c:11]3[c:12]([O:17][CH:18]4[CH2:19][CH2:20][N:21]([C:24](=[O:25])[O:26][CH:27]([CH3:28])[CH3:29])[CH2:22][CH2:23]4)[cH:13][cH:14][cH:15][c:16]23)[cH:6][cH:7]1. Reactants: Cc1ccccc1, CN(C)c1ccncc1, CCN(C(C)C)C(C)C, CC(C)OC(=O)Cl, ClCCl, CC(C)(C)OC(=O)N1CCC(Oc2cccc3c2ccn3-c2ccc(I)cc2)CC1. Yields the product CC(C)OC(=O)N1CCC(Oc2cccc3c2ccn3-c2ccc(I)cc2)CC1. Yields the product C(C)(=O)OC[C@@H](CC(C)C)N1C(C2=CC=CC(=C2C=C1)[N+](=O)[O-])=O ((R)-4-Methyl-2-(5-nitro-1-oxoisoquinolin-2(1H)-yl)pentyl acetate). Conditions: temperature 50 celsius. RXN SMILES: [N+:1]([C:4]1[CH:13]=[CH:12][CH:11]=[C:10]2[C:5]=1[CH:6]=[CH:7]O[C:9]2=[O:14])([O-:3])=[O:2].[NH2:15][C@H:16]([CH2:19][CH:20]([CH3:22])[CH3:21])[CH2:17][OH:18].CO.C(Cl)Cl.[C:28](Cl)(=[O:30])[CH3:29]>>[C:28]([O:18][CH2:17][C@H:16]([N:15]1[CH:7]=[CH:6][C:5]2[C:10](=[CH:11][CH:12]=[CH:13][C:4]=2[N+:1]([O-:3])=[O:2])[C:9]1=[O:14])[CH2:19][CH:20]([CH3:22])[CH3:21])(=[O:30])[CH3:29]. Reactants: [N+](=O)([O-])C1=C2C=COC(C2=CC=C1)=O (5-nitro-isochromen-1-one), N[C@@H](CO)CC(C)C ((R)-2-amino-4-methylpentan-1-ol), CO (methanol), C(Cl)Cl (methylene chloride), C(C)(=O)Cl (acetyl chloride). Procedure details: Into a round bottom flask was combined 5-nitro-isochromen-1-one (5.50 g, 0.0259 mol), (R)-2-amino-4-methylpentan-1-ol (6.07 g, 0.0518 mol) and methanol (160 mL, 4.1 mol). The mixture was heated at reflux for 3 hours. The mixture was allowed to cool, reduced in vacuo and dried on high vacuum for approximately 1 hour. methylene chloride (200 mL, 3 mol) and acetyl chloride (4.1 g, 0.052 mol) were added and the mixture was heated at 50° C. for 3 hours. The resulting solution was reduced in vacuo and... The reactants are NC1C(CC(CC1)OC(C)=O)C1=CC(=C(C=C1)OC)OC (acetic acid (1RS,3RS,4RS)-4-amino-3-(3,4-dimethoxyphenyl)cyclohexyl ester), NC1C(CC(CC1)OC(C)=O)C1=CC(=C(C=C1)OC)OC (acetic acid (1RS,3RS,4RS)-4-amino-3-(3,4-dimethoxyphenyl)cyclohexyl ester), COC(C1=CC=C(C(=O)O)C=C1)=O (terephthalic acid monomethyl ester), COC(C1=CC=C(C(=O)O)C=C1)=O (terephthalic acid monomethyl ester), Cl.C(C)N=C=NCCCN(C)C (N-ethyl-N′-(3-dimethylaminopropyl)carbodiimide hydrochloride), Cl (hydrochloric acid). Run in ClCCl (dichloromethane). The product is COC(=O)C1=CC=C(C=C1)C(=O)NC1C(CC(CC1)OC(C)=O)C1=CC(=C(C=C1)OC)OC (Acetic Acid (1RS,3RS,4RS)-4-{[1-(4-methoxycarbonylphenyl)methanoyl]amino}-3-(3,4-dimethoxyphenyl)cyclohexyl Ester). As a reaction SMILES: [NH2:1][CH:2]1[CH2:7][CH2:6][CH:5]([O:8][C:9](=[O:11])[CH3:10])[CH2:4][CH:3]1[C:12]1[CH:17]=[CH:16][C:15]([O:18][CH3:19])=[C:14]([O:20][CH3:21])[CH:13]=1.[CH3:22][O:23][C:24](=[O:34])[C:25]1[CH:33]=[CH:32][C:28]([C:29](O)=[O:30])=[CH:27][CH:26]=1.Cl.C(N=C=NCCCN(C)C)C.Cl>ClCCl>[CH3:22][O:23][C:24]([C:25]1[CH:33]=[CH:32][C:28]([C:29]([NH:1][CH:2]2[CH2:7][CH2:6][CH:5]([O:8][C:9](=[O:11])[CH3:10])[CH2:4][CH:3]2[C:12]2[CH:17]=[CH:16][C:15]([O:18][CH3:19])=[C:14]([O:20][CH3:21])[CH:13]=2)=[O:30])=[CH:27][CH:26]=1)=[O:34] |f:2.3|. Procedure details: 1.6 g of acetic acid (1RS,3RS,4RS)-4-amino-3-(3,4-dimethoxyphenyl)cyclohexyl ester (compound F1) are dissolved in 30 ml of dichloromethane. 982 mg (5.45 mmol) of terephthalic acid monomethyl ester and 1.25 g (6.74 mmol) of N-ethyl-N′-(3-dimethylaminopropyl)carbodiimide hydrochloride are added successively under stirring. After 3 h further 18 mg (0.1 mmol) of terephthalic acid monomethyl ester are added. After 15 h the reaction is treated with aqueous hydrochloric acid and extracted several times... Starting materials: Cn1nc(-c2cccc(Cl)c2)nc1-c1ccccc1CBr, CNC, c1ccccc1. Yields the product CN(C)Cc1ccccc1-c1nc(-c2cccc(Cl)c2)nn1C. RXN SMILES: [CH3:1][n:2]1[n:3][c:4](-[c:15]2[cH:16][c:17]([Cl:21])[cH:18][cH:19][cH:20]2)[n:5][c:6]1-[c:7]1[c:8]([CH2:13][Br:14])[cH:9][cH:10][cH:11][cH:12]1.[CH3:22][NH:23][CH3:24].[cH:25]1[cH:26][cH:27][cH:28][cH:29][cH:30]1>>[CH3:1][n:2]1[n:3][c:4](-[c:15]2[cH:16][c:17]([Cl:21])[cH:18][cH:19][cH:20]2)[n:5][c:6]1-[c:7]1[c:8]([CH2:13][N:23]([CH3:22])[CH3:24])[cH:9][cH:10][cH:11][cH:12]1. Reactants: NC1=NC=NN2C1=CC(=C2C2=CCN(CC2)C(=O)OC(C)(C)C)CCCN2CCCC2 (tert-butyl 4-(4-amino-6-(3-(pyrrolidin-1-yl)propyl)pyrrolo[2,1-f][1,2,4]triazin-7-yl)-5,6-dihydropyridine-1(2H)-carboxylate). Reagents/catalysts: [Pt](=O)=O (platinum (IV) oxide). Solvent: C(C)(=O)[O-] (acetyl hydroxide). Conditions: time 6 hour. Product: NC1=NC=NN2C1=CC(=C2C2CCN(CC2)C(=O)OC(C)(C)C)CCCN2CCCC2 (tert-butyl 4-(4-amino-6-(3-(pyrrolidin-1-yl)propyl)pyrrolo[2,1-f][1,2,4]triazin-7-yl)piperidine-1-carboxylate). The yield is 100.1%. As a reaction SMILES: [NH2:1][C:2]1[C:7]2=[CH:8][C:9]([CH2:24][CH2:25][CH2:26][N:27]3[CH2:31][CH2:30][CH2:29][CH2:28]3)=[C:10]([C:11]3[CH2:16][CH2:15][N:14]([C:17]([O:19][C:20]([CH3:23])([CH3:22])[CH3:21])=[O:18])[CH2:13][CH:12]=3)[N:6]2[N:5]=[CH:4][N:3]=1>C([O-])(=O)C.[Pt](=O)=O>[NH2:1][C:2]1[C:7]2=[CH:8][C:9]([CH2:24][CH2:25][CH2:26][N:27]3[CH2:31][CH2:30][CH2:29][CH2:28]3)=[C:10]([CH:11]3[CH2:16][CH2:15][N:14]([C:17]([O:19][C:20]([CH3:23])([CH3:22])[CH3:21])=[O:18])[CH2:13][CH2:12]3)[N:6]2[N:5]=[CH:4][N:3]=1. Procedure: In a pressure reactor (50 mL), a mixture of the compound (132 mg, 0.31 mmol) prepared in Example 17 and platinum (IV) oxide in acetyl hydroxide (10 mL) was stirred under hydrogen atmosphere (3 atm). At 6 hours, the mixture was filtered through celite, eluting with acetyl hydroxide. The solvent was removed in vacuo. The resulting material extracted with DCM/sodium bicarbonate aqueous solution. The organic layers were dried over sodium sulfate, filtered and the solvent removed in vacuum to obtain ... Starting materials: ClC1=C2C=C(C(=NC2=CC=N1)C1=CC=C(C=C1)C(C)NS(=O)C(C)(C)C)C1=CC=CC=C1 (N-{1-[4-(5-chloro-3-phenyl-1,6-naphthyridin-2-yl)phenyl]ethyl}-2-methylpropane-2-sulfinamide), CC1(OB(OC1(C)C)C=1C=NN(C1)C(=O)OC(C)(C)C)C (tert-butyl 4-(4,4,5,5-tetramethyl-1,3,2-dioxaborolan-2-yl)-1H-pyrazole-1-carboxylate), C([O-])([O-])=O.[Cs+].[Cs+] (cesium carbonate), Cl (HCl). Reagents/catalysts: CC(C)([P](C(C)(C)C)([Pd][P](C(C)(C)C)(C(C)(C)C)C(C)(C)C)C(C)(C)C)C (bis(tri-t-butylphosphine)palladium(0)). Solvent: O1CCOCC1.C(C)O.O (dioxane ethanol water), CCOCC (ether). Run at temperature 100 celsius, time 30 minute. Yields the product C1(=CC=CC=C1)C=1C(=NC2=CC=NC(=C2C1)C=1C=NNC1)C1=CC=C(C=C1)[C@@H](C)N ((1R)-1-{4-[3-phenyl-5-(1H-pyrazol-4-yl)-1,6-naphthyridin-2-yl]phenyl}ethanamine). Reaction SMILES: Cl[C:2]1[N:11]=[CH:10][CH:9]=[C:8]2[C:3]=1[CH:4]=[C:5]([C:27]1[CH:32]=[CH:31][CH:30]=[CH:29][CH:28]=1)[C:6]([C:12]1[CH:17]=[CH:16][C:15]([CH:18]([NH:20]S(C(C)(C)C)=O)[CH3:19])=[CH:14][CH:13]=1)=[N:7]2.CC1(C)C(C)(C)OB([C:41]2[CH:42]=[N:43][N:44](C(OC(C)(C)C)=O)[CH:45]=2)O1.C(=O)([O-])[O-].[Cs+].[Cs+].Cl>CCOCC.CC(C)([P](C(C)(C)C)([Pd][P](C(C)(C)C)(C(C)(C)C)C(C)(C)C)C(C)(C)C)C.O1CCOCC1.C(O)C.O>[C:27]1([C:5]2[C:6]([C:12]3[CH:17]=[CH:16][C:15]([C@H:18]([NH2:20])[CH3:19])=[CH:14][CH:13]=3)=[N:7][C:8]3[C:3]([CH:4]=2)=[C:2]([C:41]2[CH:42]=[N:43][NH:44][CH:45]=2)[N:11]=[CH:10][CH:9]=3)[CH:28]=[CH:29][CH:30]=[CH:31][CH:32]=1 |f:2.3.4,8.9.10,^1:68,74|. Procedure details: A solution of N-{1-[4-(5-chloro-3-phenyl-1,6-naphthyridin-2-yl)phenyl]ethyl}-2-methylpropane-2-sulfinamide (2-3, 0.10 g, 0.22 mmol), tert-butyl 4-(4,4,5,5-tetramethyl-1,3,2-dioxaborolan-2-yl)-1H-pyrazole-1-carboxylate (0.12 g, 0.39 mmol), cesium carbonate (0.21 g, 0.64 mmol) and bis(tri-t-butylphosphine)palladium(0) (0.013 g, 0.025 mmol) in a 7/3/1 mixture of dioxane/ethanol/water (3 mL) was heated to 100° C. in a microwave for 10 minutes. The crude reaction mixture was treated with HCl in ether... Starting materials: ClCCl (dichloromethane), BrC1=CC(=CC=C1)Br (1,3-dibromobenzene), P(=O)([O-])([O-])[O-].[K+].[K+].[K+] (potassium phosphate), B1(C2CCCC1CCC2)B3C4CCCC3CCC4 (9-Borabicyclo[3.3.1]nonane dimer), 9-BBN dimer, COC(CC=C)=O (methyl-3-butenoate). The reagents and catalysts are [Pd](Cl)Cl (palladium(II) chloride). Solvent: O (Water), CN(C=O)C (N,N-Dimethylformamide), O1CCCC1 (tetrahydrofuran). Reaction conditions: time 4 hour. Product: COC(CCCC1=CC(=CC=C1)Br)=O (4-(3-bromophenyl)butyric acid methyl ester). Yield: 0.0%. Reaction SMILES: B1(B2C3CCCC2CCC3)C2CCCC1CCC2.C12CCCC(CCC1)B12[H]B2(C3CCCC2CCC3)[H]1.[CH3:39][O:40][C:41](=[O:45])[CH2:42][CH:43]=[CH2:44].ClCCl.[Br:49][C:50]1[CH:55]=[CH:54][CH:53]=[C:52](Br)[CH:51]=1.P([O-])([O-])([O-])=O.[K+].[K+].[K+]>O1CCCC1.[Pd](Cl)Cl.O.CN(C)C=O>[CH3:39][O:40][C:41](=[O:45])[CH2:42][CH2:43][CH2:44][C:52]1[CH:53]=[CH:54][CH:55]=[C:50]([Br:49])[CH:51]=1 |f:5.6.7.8|. Procedure: [9-Borabicyclo[3.3.1]nonane dimer] (13.4 mL, 6.68 mmol) (9-BBN dimer) was added to a solution of methyl-3-butenoate (0.71 mL, 6.68 mmol) in tetrahydrofuran (2.7 mL) at 0-5° C. under an argon atmosphere, and the mixture was stirred for 4 hours. N,N-Dimethylformamide (27 mL), palladium(II) chloride, dichloromethane (130 g, 0.16 mmol), 1,3-dibromobenzene (0.77 mL, 61.37 mmol) and potassium phosphate (powdered, 1.5 g, 6.94 mmol) were added. The mixture was treated at 50° C. overnight. Water was adde... Starting materials: CS(C)=O, [Cl-], CC(=O)NCC1CC(c2ccc(N3CCS(=O)CC3)c(F)c2)=NO1, NN, [Na+], O. Product: NCC1CC(c2ccc(N3CCS(=O)CC3)c(F)c2)=NO1. Reaction SMILES: [CH3:28][S:29]([CH3:30])=[O:31].[Cl-:33].[F:1][c:2]1[cH:3][c:4]([C:15]2=[N:16][O:17][CH:18]([CH2:20][NH:21][C:22](=[O:23])[CH3:24])[CH2:19]2)[cH:5][cH:6][c:7]1[N:8]1[CH2:9][CH2:10][S:11](=[O:14])[CH2:12][CH2:13]1.[NH2:26][NH2:27].[Na+:32].[OH2:25]>>[F:1][c:2]1[cH:3][c:4]([C:15]2=[N:16][O:17][CH:18]([CH2:20][NH2:21])[CH2:19]2)[cH:5][cH:6][c:7]1[N:8]1[CH2:9][CH2:10][S:11](=[O:14])[CH2:12][CH2:13]1.